Dataset: the Open Reaction Database (ORD), a public repository of structured organic reaction records. Task: describe an organic reaction: reactants, conditions, products, and yield The reactants are [OH-].[Na+] (sodium hydroxide), C(\C=C\C)(=O)OC1=CC(=CC=C1)OCC1=CC=CC=C1 (3-benzyloxyphenyl crotonate), [H-].[Al+3].[Li+].[H-].[H-].[H-] (lithium aluminum hydride), [Cl-].[Al+3].[Cl-].[Cl-] (Aluminum chloride). Run in O (water), O (Water), CCOCC (ether), CCOCC (ether). The product is C(C1=CC=CC=C1)OC=1C=C(C=CC1)C(CCO)C (3-(3-Benzyloxyphenyl)-1-butanol). As a reaction SMILES: C(O[C:7]1[CH:12]=[CH:11][CH:10]=[C:9]([O:13][CH2:14][C:15]2[CH:20]=[CH:19][CH:18]=[CH:17][CH:16]=2)[CH:8]=1)(=O)/C=C/C.[H-].[Al+3].[Li+].[H-].[H-].[H-].[Cl-].[Al+3].[Cl-].[Cl-].[OH-:31].[Na+]>CCOCC.O>[CH2:14]([O:13][C:9]1[CH:8]=[C:7]([CH:7]([CH3:12])[CH2:8][CH2:9][OH:31])[CH:12]=[CH:11][CH:10]=1)[C:15]1[CH:16]=[CH:17][CH:18]=[CH:19][CH:20]=1 |f:1.2.3.4.5.6,7.8.9.10,11.12|. Procedure: A solution of ethyl 3-(3-benzyloxyphenyl crotonate (17.7 g., 60 mM) in ether (250 ml.) is added to a mixture of lithium aluminum hydride (3.42 g., 90 mM) and ether (250 ml.). Aluminum chloride (0.18 g., 1.35 mM) is added and the mixture refluxed for 12 hours and then cooled. Water (3.4 ml.), sodium hydroxide (3.4 ml. of 6 N) and water (10 ml.) are then added successively to the reaction mixture. The inorganic salts which precipitate are filtered off and the filtrate is then concentrated in vacuo... The reactants are C=O (formaldehyde), ClC=1C=CC2=C(C(=NCC=3N2C(=NN3)CNCC#C)C3=C(C=CC=C3F)F)C1 (8-chloro-1-[[(2propynyl)amino]methyl]-6-(2,6-difluorophenyl)-4H-s-triazolo[4,3-a][1,4]benzodiazepine). The solvent is C(=O)O (formic acid). The product is C(C1=CC=CC=C1)(=O)C1=CC=CC=C1 (benzophenone). RXN SMILES: Cl[C:2]1[CH:3]=[CH:4][C:5]2N3C(CNCC#C)=NN=C3CN=[C:7]([C:20]3[C:25](F)=[CH:24][CH:23]=[CH:22][C:21]=3F)[C:6]=2[CH:28]=1.C=[O:30]>C(O)=O>[C:7]([C:20]1[CH:25]=[CH:24][CH:23]=[CH:22][CH:21]=1)(=[O:30])[C:6]1[CH:5]=[CH:4][CH:3]=[CH:2][CH:28]=1. Procedure details: In the manner given in Example 1, 8-chloro-1-[[(2propynyl)amino]methyl]-6-(2,6-difluorophenyl)-4H-s-triazolo[4,3-a][1,4]benzodiazepine is heated in formic acid with aqueous formaldehyde to give 5-chloro-2',6'-difluoro-2-[3-[[(2propynyl)methylamino]methyl]-5-(dimethylamino)methyl]-4H-1,2,4-triazol-4-yl]benzophenone. Yields the product BrC1=CC=2[C@@]3(C4=CC(=CC=C4OC2C=C1)C1=CC=CC=C1)N=C(OC3)N ((R)-2′-bromo-7′-phenyl-5H-spiro[oxazole-4,9′-xanthen]-2-amine). The reagents and catalysts are CC(C)(C)P(C1=CC=C(C=C1)N(C)C)C(C)(C)C.CC(C)(C)P(C1=CC=C(C=C1)N(C)C)C(C)(C)C.Cl[Pd]Cl (bis(di-tert-butyl(4-dimethylaminophenyl)phosphine)dichloropalladium(II)). The reactants are BrC1=CC=2[C@@]3(C4=CC(=CC=C4OC2C=C1)I)N=C(OC3)N ((S)-2′-bromo-7′-iodo-5H-spiro[oxazole-4,9′-xanthen]-2-amine), C1(=CC=CC=C1)B(O)O (phenylboronic acid), potassium phosphate-tribasic. Run at temperature 100 celsius. The solvent is O1CCOCC1 (dioxane), O (water), C(C)(=O)OCC (ethyl acetate), O (water). Reported procedure: A 100 ml RBF vial was charged with (S)-2′-bromo-7′-iodo-5H-spiro[oxazole-4,9′-xanthen]-2-amine (3.37 g, 7.37 mmol) in dioxane (30 mL), water (15 mL), phenylboronic acid (0.965 g, 7.91 mmol), bis(di-tert-butyl(4-dimethylaminophenyl)phosphine)dichloropalladium(II) (0.106 g, 0.150 mmol), and potassium phosphate-tribasic (3.17 g, 14.93 mmol). The reaction was heated to 100° C. in an oil-bath for 8 hours. The reaction was diluted with ethyl acetate (100 mL), water (25 mL), and the ethyl acetate layer... Reaction SMILES: [Br:1][C:2]1[CH:15]=[CH:14][C:13]2[O:12][C:11]3[C:6](=[CH:7][C:8](I)=[CH:9][CH:10]=3)[C@:5]3([CH2:20][O:19][C:18]([NH2:21])=[N:17]3)[C:4]=2[CH:3]=1.[C:22]1(B(O)O)[CH:27]=[CH:26][CH:25]=[CH:24][CH:23]=1>O1CCOCC1.O.C(OCC)(=O)C.CC(P(C(C)(C)C)C1C=CC(N(C)C)=CC=1)(C)C.CC(P(C(C)(C)C)C1C=CC(N(C)C)=CC=1)(C)C.Cl[Pd]Cl>[Br:1][C:2]1[CH:15]=[CH:14][C:13]2[O:12][C:11]3[C:6](=[CH:7][C:8]([C:22]4[CH:27]=[CH:26][CH:25]=[CH:24][CH:23]=4)=[CH:9][CH:10]=3)[C@:5]3([CH2:20][O:19][C:18]([NH2:21])=[N:17]3)[C:4]=2[CH:3]=1 |f:5.6.7|. Starting materials: COCCN1CCN(CCc2ccccc2N)CC1, O=C(c1ccccc1)c1c[nH]c2ncnc(Cl)c12. The product is COCCN1CCN(CCc2ccccc2Nc2ncnc3[nH]cc(C(=O)c4ccccc4)c23)CC1. As a reaction SMILES: [CH3:1][O:2][CH2:3][CH2:4][N:5]1[CH2:6][CH2:7][N:8]([CH2:11][CH2:12][c:13]2[c:14]([NH2:15])[cH:16][cH:17][cH:18][cH:19]2)[CH2:9][CH2:10]1.[Cl:20][c:21]1[c:22]2[c:23]([n:24][cH:25][n:26]1)[nH:27][cH:28][c:29]2[C:30](=[O:31])[c:32]1[cH:33][cH:34][cH:35][cH:36][cH:37]1>>[CH3:1][O:2][CH2:3][CH2:4][N:5]1[CH2:6][CH2:7][N:8]([CH2:11][CH2:12][c:13]2[c:14]([NH:15][c:21]3[c:22]4[c:23]([n:24][cH:25][n:26]3)[nH:27][cH:28][c:29]4[C:30](=[O:31])[c:32]3[cH:33][cH:34][cH:35][cH:36][cH:37]3)[cH:16][cH:17][cH:18][cH:19]2)[CH2:9][CH2:10]1. Reactants: BrCCC1OCCO1 (2-(2-bromoethyl)-1,3-dioxolane), C1=CC=CC=2C3=CC=CC=C3CC12 (fluorene), C(CCC)[Li] (n-butyllithium), solution. Solvent: C1CCOC1 (THF), C1CCOC1 (THF), hexanes. Run at time 20 minute. The product is C1(=CC=CC=2C3=CC=CC=C3CC12)CCC1OCCO1 (2-(2-[9H-Fluorenyl]ethyl)-1,3-dioxolane). The yield is 71.1%. Reaction SMILES: [CH:1]1[C:13]2[CH2:12][C:11]3[C:6](=[CH:7][CH:8]=[CH:9][CH:10]=3)[C:5]=2[CH:4]=[CH:3][CH:2]=1.C([Li])CCC.Br[CH2:20][CH2:21][CH:22]1[O:26][CH2:25][CH2:24][O:23]1>C1COCC1>[C:1]1([CH2:20][CH2:21][CH:22]2[O:26][CH2:25][CH2:24][O:23]2)[C:13]2[CH2:12][C:11]3[C:6](=[CH:7][CH:8]=[CH:9][CH:10]=3)[C:5]=2[CH:4]=[CH:3][CH:2]=1. Procedure details: A solution of fluorene (5.04 g; 30.32 mmol) in THF (50 mL) was cooled to 0° C. and treated with n-butyllithium (12.13 mL of a 2.5M solution in hexanes; 30.32 mL). After stirring the resulting dark red mixture for 20 minutes, a solution of 2-(2-bromoethyl)-1,3-dioxolane (6.03 g; 33.35 mmol) in 20 mL of THF was added, and the resulting mixture was stirred overnight, allowing it to come to room temperature. It was quenched by the addition of saturated ammonium chloride (50 mL) and extracted into et... Reactants: CS(=O)(=O)c1ccc(-n2cc(C(F)(F)F)nc2-c2ccc(Br)cc2)cc1F, CCCC[Sn](CCCC)(CCCC)c1cscn1, C1COCCO1, [Cl-], [Li+], c1ccc(P(c2ccccc2)(c2ccccc2)[Pd](P(c2ccccc2)(c2ccccc2)c2ccccc2)(P(c2ccccc2)(c2ccccc2)c2ccccc2)P(c2ccccc2)(c2ccccc2)c2ccccc2)cc1. Product: CS(=O)(=O)c1ccc(-n2cc(C(F)(F)F)nc2-c2ccc(-c3cscn3)cc2)cc1F. RXN SMILES: [Br:1][c:2]1[cH:3][cH:4][c:5](-[c:8]2[n:9](-[c:17]3[cH:18][c:19]([F:27])[c:20]([S:23](=[O:24])(=[O:25])[CH3:26])[cH:21][cH:22]3)[cH:10][c:11]([C:13]([F:14])([F:15])[F:16])[n:12]2)[cH:6][cH:7]1.[CH2:28]([Sn:29]([CH2:30][CH2:31][CH2:32][CH3:38])([c:33]1[n:34][cH:35][s:36][cH:37]1)[CH2:39][CH2:40][CH2:41][CH3:42])[CH2:43][CH2:44][CH3:45].[CH2:48]1[O:49][CH2:50][CH2:51][O:52][CH2:53]1.[Cl-:47].[Li+:46].[cH:54]1[cH:55][cH:56][c:57]([P:58]([Pd:59]([P:60]([c:61]2[cH:62][cH:63][cH:64][cH:65][cH:66]2)([c:67]2[cH:68][cH:69][cH:70][cH:71][cH:72]2)[c:73]2[cH:74][cH:75][cH:76][cH:77][cH:78]2)([P:79]([c:80]2[cH:81][cH:82][cH:83][cH:84][cH:85]2)([c:86]2[cH:87][cH:88][cH:89][cH:90][cH:91]2)[c:92]2[cH:93][cH:94][cH:95][cH:96][cH:97]2)[P:98]([c:99]2[cH:100][cH:101][cH:102][cH:103][cH:104]2)([c:105]2[cH:106][cH:107][cH:108][cH:109][cH:110]2)[c:111]2[cH:112][cH:113][cH:114][cH:115][cH:116]2)([c:117]2[cH:118][cH:119][cH:120][cH:121][cH:122]2)[c:123]2[cH:124][cH:125][cH:126][cH:127][cH:128]2)[cH:129][cH:130]1>>[c:2]1(-[c:33]2[n:34][cH:35][s:36][cH:37]2)[cH:3][cH:4][c:5](-[c:8]2[n:9](-[c:17]3[cH:18][c:19]([F:27])[c:20]([S:23](=[O:24])(=[O:25])[CH3:26])[cH:21][cH:22]3)[cH:10][c:11]([C:13]([F:14])([F:15])[F:16])[n:12]2)[cH:6][cH:7]1. The reactants are O[C@@H]([C@@H]([C@@H](CO)O)O)C=1N=C(NC1)C(C)=O (1-[4-((1R,2S,3R)-1,2,3,4-Tetrahydroxy-butyl)-1H-imidazol-2-yl]-ethanone), C1(=CC=C(C=C1)S(=O)(=O)O)C (4-toluenesulfonic acid), COC(C)(C)OC (2,2-dimethoxy propane). The solvent is ClC(C)Cl (dichloroethane), ClCCl (dichloromethane). Reaction conditions: temperature 70 celsius, time 18 hour. Yields the product CC1(O[C@@H]([C@H](O1)[C@@H]1OC(OC1)(C)C)C=1N=C(NC1)C(C)=O)C (1-(4-((4S,4′R,5R)-2,2,2′,2′-tetramethyl-4,4′-bi(1,3-dioxolan)-5-yl)-1H-imidazol-2-yl)ethanone). Reaction SMILES: [OH:1][C@H:2]([C:9]1[N:10]=[C:11]([C:14](=[O:16])[CH3:15])[NH:12][CH:13]=1)[C@H:3]([OH:8])[C@H:4]([OH:7])[CH2:5][OH:6].[C:17]1(C)[CH:22]=CC(S(O)(=O)=O)=C[CH:18]=1.CO[C:30](OC)([CH3:32])[CH3:31]>ClC(Cl)C.ClCCl>[CH3:18][C:17]1([CH3:22])[O:8][C@H:3]([C@H:4]2[CH2:5][O:6][C:30]([CH3:32])([CH3:31])[O:7]2)[C@@H:2]([C:9]2[N:10]=[C:11]([C:14](=[O:16])[CH3:15])[NH:12][CH:13]=2)[O:1]1. Reported procedure: 1-[4-((1R,2S,3R)-1,2,3,4-Tetrahydroxy-butyl)-1H-imidazol-2-yl]-ethanone (18 g, 78.3 mmol) was suspended in dichloroethane (160 ml) and 2,2-dimethoxy propane (160 ml). 4-toluenesulfonic acid (3 g) was added and the mixture stirred at 70° C. for 18 hours. The reaction was diluted with dichloromethane and washed with water, 5% bicarbonate, brine and then dry loaded onto SiO2. Purification by flash chromatography (hexane/ethyl acetate) afforded 1-(4-((4S,4′R,5R)-2,2,2′,2′-tetramethyl-4,4′-bi(1,3-dio...